Dataset: the Open Reaction Database (ORD), a public repository of structured organic reaction records. Task: describe an organic reaction: reactants, conditions, products, and yield The reactants are COC1=CC=C(CN2N=C(C3=CC=CC=C23)C2=NC=C(C(=N2)NC2=CC=NC=C2)O)C=C1 (2-[1-(4-methoxybenzyl)-1H-indazol-3-yl]-4-(pyridin-4-ylamino)pyrimidin-5-ol), BrC1CC1 (bromocyclopropane), C([O-])([O-])=O.[Cs+].[Cs+] (cesium carbonate). The reagents and catalysts are [Cu]Cl (copper (I) chloride). Solvent: CN(C)C=O (DMF). Reaction conditions: temperature 60 celsius, time 18 hour. Product: C1(CC1)OC=1C(=NC(=NC1)C1=NN(C2=CC=CC=C12)CC1=CC=C(C=C1)OC)NC1=CC=NC=C1 (5-(cyclopropyloxy)-2-[1-(4-methoxybenzyl)-1H-indazol-3-yl]-N-(pyridin-4-yl)pyrimidin-4-amine). As a reaction SMILES: [CH3:1][O:2][C:3]1[CH:32]=[CH:31][C:6]([CH2:7][N:8]2[C:16]3[C:11](=[CH:12][CH:13]=[CH:14][CH:15]=3)[C:10]([C:17]3[N:22]=[C:21]([NH:23][C:24]4[CH:29]=[CH:28][N:27]=[CH:26][CH:25]=4)[C:20]([OH:30])=[CH:19][N:18]=3)=[N:9]2)=[CH:5][CH:4]=1.Br[CH:34]1[CH2:36][CH2:35]1.C(=O)([O-])[O-].[Cs+].[Cs+]>CN(C=O)C.[Cu]Cl>[CH:34]1([O:30][C:20]2[C:21]([NH:23][C:24]3[CH:29]=[CH:28][N:27]=[CH:26][CH:25]=3)=[N:22][C:17]([C:10]3[C:11]4[C:16](=[CH:15][CH:14]=[CH:13][CH:12]=4)[N:8]([CH2:7][C:6]4[CH:5]=[CH:4][C:3]([O:2][CH3:1])=[CH:32][CH:31]=4)[N:9]=3)=[N:18][CH:19]=2)[CH2:36][CH2:35]1 |f:2.3.4|. Procedure: 100 mg of 2-[1-(4-methoxybenzyl)-1H-indazol-3-yl]-4-(pyridin-4-ylamino)pyrimidin-5-ol (3-2, 0.236 mmol, 1. eq.), 34.2 mg of bromocyclopropane (0.283 mmol, 1.2 eq.), 44.9 mg of copper (I) chloride (0.236 mmol, 1 eq.) and 154 mg of cesium carbonate (0.471 mmol, 2 eq.) were suspended in 3 ml of dry DMF. The reaction mixture was stirred at 60° C. bath temperature for 18 hours. Then the mixture was partitioned between half saturated aq. ammonium chloride solution and dichloromethane/isopropanol 4:1. ... Starting materials: C1(CCCC1)NC1=NC(=NC(=C1C)C)NCC1=NC=CC=C1 (N4-cyclopentyl-5,6-dimethyl-N2-(pyridin-2-ylmethyl)pyrimidine-2,4-diamine), C(C)(C)C1=C(C(=CC=C1)C(C)C)N ((2,6-diisopropylphenyl)amine). The product is C(C)(C)C1=C(C(=CC=C1)C(C)C)NC1=NC(=NC(=C1C)C)NCC1=NC=CC=C1 (N4-(2,6-diisopropylphenyl)-5,6-dimethyl-N2-(pyridin-2-ylmethyl)pyrimidine-2,4-diamine). As a reaction SMILES: C1(N[C:7]2[C:12]([CH3:13])=[C:11]([CH3:14])[N:10]=[C:9]([NH:15][CH2:16][C:17]3[CH:22]=[CH:21][CH:20]=[CH:19][N:18]=3)[N:8]=2)CCCC1.[CH:23]([C:26]1[CH:31]=[CH:30][CH:29]=[C:28]([CH:32]([CH3:34])[CH3:33])[C:27]=1[NH2:35])([CH3:25])[CH3:24]>>[CH:32]([C:28]1[CH:29]=[CH:30][CH:31]=[C:26]([CH:23]([CH3:25])[CH3:24])[C:27]=1[NH:35][C:7]1[C:12]([CH3:13])=[C:11]([CH3:14])[N:10]=[C:9]([NH:15][CH2:16][C:17]2[CH:22]=[CH:21][CH:20]=[CH:19][N:18]=2)[N:8]=1)([CH3:34])[CH3:33]. Procedure: The titled compound was synthesized according to the procedure described for preparation of N4-cyclopentyl-5,6-dimethyl-N2-(pyridin-2-ylmethyl)pyrimidine-2,4-diamine (Example 29) using (2,6-diisopropylphenyl)amine instead of cyclopentanamine. The crude material was purified by column chromatography eluting with mixture of chloroform/ethanol/20% water solution of ammonia (200:10:1), and then the final product was washed with diethyl ether to afford the titled compound as a white solid. 1H NMR (30... The reactants are NC1=C(C=CC(=C1)Cl)O (2-amino-4-chlorphenol), C(C)(C)(C)OC (methyl t-butyl ether). Run at temperature 22.5 celsius, time 40 minute. The product is ClC=1C=CC(=C(C1)NC(C)=O)O (N-(5-chloro-2-hydroxyphenyl)acetamide). The yield is 92.0%. Reaction SMILES: [NH2:1][C:2]1[CH:7]=[C:6]([Cl:8])[CH:5]=[CH:4][C:3]=1[OH:9].[C:10]([O:14]C)(C)(C)[CH3:11]>>[Cl:8][C:6]1[CH:5]=[CH:4][C:3]([OH:9])=[C:2]([NH:1][C:10](=[O:14])[CH3:11])[CH:7]=1. Procedure details: 143.6 g (1 mole) of 2-amino-4-chlorphenol was suspended in 550 ml of methyl t-butyl ether under mild nitrogen purge. The mixture was heated to reflux until the material was dissolved. After 40 minutes, 112.3 g of acetic anhydride was added. After the addition the mixture was cooled to 20-25° C. in one hour. After stirring for an additional hour the mixture was cooled to 0-5° C. under stirring and kept on this temperature for an additional hour. The product was filtered off, washed with 200 ml of... Procedure details: (2R,4S)-1-p-Nitrobenzyloxycarbonyl-2-(2-acetoxyethyl)-4-acetylthiopyrrolidine (204 mg) was dissolved in 5 ml of methanol and 1 ml of 1N sodium hydroxide solution was added thereto at room temperature under nitrogen stream, followed by stirring for 30 minutes. 1H Hydrochloric acid (1.2 ml) was added to the reaction mixture. The resulting mixture was diluted with ethyl acetate, washed with brine five times, dried over anhydrous sodium sulfate and evaporated to give an oily residue, which was purif... Reaction conditions: time 30 minute. As a reaction SMILES: [N+:1]([C:4]1[CH:28]=[CH:27][C:7]([CH2:8][O:9][C:10]([N:12]2[CH2:16][C@@H:15]([S:17]C(=O)C)[CH2:14][C@H:13]2[CH2:21][CH2:22][O:23]C(=O)C)=[O:11])=[CH:6][CH:5]=1)([O-:3])=[O:2].[OH-].[Na+].Cl>CO.C(OCC)(=O)C>[N+:1]([C:4]1[CH:5]=[CH:6][C:7]([CH2:8][O:9][C:10]([N:12]2[CH2:16][C@@H:15]([SH:17])[CH2:14][C@H:13]2[CH2:21][CH2:22][OH:23])=[O:11])=[CH:27][CH:28]=1)([O-:3])=[O:2] |f:1.2|. Starting materials: [OH-].[Na+] (sodium hydroxide), [N+](=O)([O-])C1=CC=C(COC(=O)N2[C@@H](C[C@@H](C2)SC(C)=O)CCOC(C)=O)C=C1 ((2R,4S)-1-p-Nitrobenzyloxycarbonyl-2-(2-acetoxyethyl)-4-acetylthiopyrrolidine), Cl (Hydrochloric acid). Yields the product [N+](=O)([O-])C1=CC=C(COC(=O)N2[C@@H](C[C@@H](C2)S)CCO)C=C1 ((2R,4S)-1-p-nitrobenzyloxycarbonyl-2-(2-hydroxyethyl)-4-mercaptopyrrolidine). The solvent is C(C)(=O)OCC (ethyl acetate), CO (methanol). Reactants: CCCC(=O)c1cnc2c(OCCSC)cccc2c1Cl, CCc1ccccc1N, CC#N. The product is CCCC(=O)c1cnc2c(OCCSC)cccc2c1Nc1ccccc1CC. Reaction SMILES: [C:1]([CH2:2][CH2:3][CH3:4])(=[O:5])[c:6]1[cH:7][n:8][c:9]2[c:10]([O:17][CH2:18][CH2:19][S:20][CH3:21])[cH:11][cH:12][cH:13][c:14]2[c:15]1[Cl:16].[CH2:22]([CH3:23])[c:24]1[c:25]([NH2:26])[cH:27][cH:28][cH:29][cH:30]1.[CH3:31][C:32]#[N:33]>>[C:1]([CH2:2][CH2:3][CH3:4])(=[O:5])[c:6]1[cH:7][n:8][c:9]2[c:10]([O:17][CH2:18][CH2:19][S:20][CH3:21])[cH:11][cH:12][cH:13][c:14]2[c:15]1[NH:26][c:25]1[c:24]([CH2:22][CH3:23])[cH:30][cH:29][cH:28][cH:27]1. Reactants: CCC(CC)N=C=S, CCOC(C)=O, Nc1cc(Cl)ccc1S(N)(=O)=O. Product: CCC(CC)NC1=NS(=O)(=O)c2ccc(Cl)cc2N1. Reaction SMILES: [CH3:13][CH2:14][CH:15]([CH2:16][CH3:17])[N:18]=[C:19]=[S:20].[CH3:21][CH2:22][O:23][C:24](=[O:25])[CH3:26].[NH2:1][c:2]1[c:3]([S:9](=[O:10])(=[O:11])[NH2:12])[cH:4][cH:5][c:6]([Cl:8])[cH:7]1>>[NH:1]1[c:2]2[c:3]([cH:4][cH:5][c:6]([Cl:8])[cH:7]2)[S:9](=[O:10])(=[O:11])[N:12]=[C:19]1[NH:18][CH:15]([CH2:14][CH3:13])[CH2:16][CH3:17]. The reactants are ClC1=C(C=CC(=C1)[N+](=O)[O-])OCC1=CC(=CC=C1)F (2-Chloro-1-[(3-fluorobenzyl)oxy]-4-nitrobenzene), [Cl-].[NH4+] (ammonium chloride). Reagents/catalysts: [Zn] (zinc). Run in C(C)O (ethanol), O (water). Conditions: temperature 60 celsius, time 2 hour. The product is ClC=1C=C(N)C=CC1OCC1=CC(=CC=C1)F (3-Chloro-4-[(3-fluorobenzyl)oxy]aniline). The yield is 120.8%. RXN SMILES: [Cl:1][C:2]1[CH:7]=[C:6]([N+:8]([O-])=O)[CH:5]=[CH:4][C:3]=1[O:11][CH2:12][C:13]1[CH:18]=[CH:17][CH:16]=[C:15]([F:19])[CH:14]=1.[Cl-].[NH4+]>C(O)C.O.[Zn]>[Cl:1][C:2]1[CH:7]=[C:6]([CH:5]=[CH:4][C:3]=1[O:11][CH2:12][C:13]1[CH:18]=[CH:17][CH:16]=[C:15]([F:19])[CH:14]=1)[NH2:8] |f:1.2|. Reported procedure: To a solution of 2-chloro-1-[(3-fluorobenzyl)oxy]-4-nitrobenzene from Example 3A (8.70 g, 25.1 mmol) in ethanol (150 mL) was added zinc powder (10.1 g, 154 mmol), and the mixture was heated to 60° C. A solution of ammonium chloride (3.30 g, 61.8 mmol) in water (30 mL) was added dropwise, and the reaction was stirred for additional 2 h at this temperature. The mixture was filtered through Celite®, and the solvent was removed in vacuo. The residue was triturated with water, and the precipitate was... Starting materials: [N+](=O)([O-])C1=C(OC(C(=O)Cl)C)C=C(C=C1)OC1=C(C=C(C=C1)C(F)(F)F)Cl (2-[2-nitro-5-(2-chloro-4-trifluoromethylphenoxy)phenoxy]propionyl chloride), CNCC1=CC=CO1 (N-Methyl-N-furfurylamine). Solvent: C(Cl)Cl (methylene chloride), C(Cl)Cl (methylene chloride). Reaction conditions: temperature -15 celsius. Product: CN(C(C(C)OC1=C(C=CC(=C1)OC1=C(C=C(C=C1)C(F)(F)F)Cl)[N+](=O)[O-])=O)CC1=CC=CO1 (N-methyl-N-furfuryl-2-[2-nitro-5-(2-chloro-4-trifluoromethylphenoxy)phenoxy]propionamide). As a reaction SMILES: [CH3:1][NH:2][CH2:3][C:4]1[O:8][CH:7]=[CH:6][CH:5]=1.[N+:9]([C:12]1[CH:23]=[CH:22][C:21]([O:24][C:25]2[CH:30]=[CH:29][C:28]([C:31]([F:34])([F:33])[F:32])=[CH:27][C:26]=2[Cl:35])=[CH:20][C:13]=1[O:14][CH:15]([CH3:19])[C:16](Cl)=[O:17])([O-:11])=[O:10]>C(Cl)Cl>[CH3:1][N:2]([CH2:3][C:4]1[O:8][CH:7]=[CH:6][CH:5]=1)[C:16](=[O:17])[CH:15]([O:14][C:13]1[CH:20]=[C:21]([O:24][C:25]2[CH:30]=[CH:29][C:28]([C:31]([F:34])([F:33])[F:32])=[CH:27][C:26]=2[Cl:35])[CH:22]=[CH:23][C:12]=1[N+:9]([O-:11])=[O:10])[CH3:19]. Procedure: N-Methyl-N-furfurylamine (0.015 mole) triethylamine (5 ml) and methylene chloride (50 ml) are charged into a glass reaction vessel equipped with a mechanical stirrer, thermometer and addition funnel. The reaction mixture is cooled to about -15° C. and a solution of 2-[2-nitro-5-(2-chloro-4-trifluoromethylphenoxy)phenoxy]propionyl chloride (0.01 mole) in methylene chloride (50 ml) is added dropwise with stirring. After the addition is completed the reaction mixture is allowed to warm to room temp... Reactants: FC1=C(C=CC=C1F)C([C@H]1CN(CCC1)C(=O)OC(C)(C)C)O ((R)-tert-butyl 3-((2,3-difluorophenyl)(hydroxy)methyl)piperidine-1-carboxylate), BrCC(=O)OCC (ethyl bromoacetate), [NH4+].[Cl-] (NH4Cl), [H-].[Na+] (NaH). Run in C1CCOC1 (THF), C1CCOC1 (THF), C1CCOC1 (THF). Reaction conditions: time 1 hour. Yields the product FC1=C(C=CC=C1F)C([C@H]1CN(CCC1)C(=O)OC(C)(C)C)OCC(=O)OCC ((3R)-tert-butyl 3-((2,3-difluorophenyl)(2-ethoxy-2-oxoethoxy)methyl)piperidine-1-carboxylate). Isolated yield 77.9%. As a reaction SMILES: [H-].[Na+].[F:3][C:4]1[C:9]([F:10])=[CH:8][CH:7]=[CH:6][C:5]=1[CH:11]([OH:25])[C@@H:12]1[CH2:17][CH2:16][CH2:15][N:14]([C:18]([O:20][C:21]([CH3:24])([CH3:23])[CH3:22])=[O:19])[CH2:13]1.Br[CH2:27][C:28]([O:30][CH2:31][CH3:32])=[O:29].[NH4+].[Cl-]>C1COCC1>[F:3][C:4]1[C:9]([F:10])=[CH:8][CH:7]=[CH:6][C:5]=1[CH:11]([O:25][CH2:27][C:28]([O:30][CH2:31][CH3:32])=[O:29])[C@@H:12]1[CH2:17][CH2:16][CH2:15][N:14]([C:18]([O:20][C:21]([CH3:22])([CH3:24])[CH3:23])=[O:19])[CH2:13]1 |f:0.1,4.5|. Reported procedure: To a suspension of NaH (3.5 g, 88.4 mmol) in THF (100 mL) at 0-5° C. was added dropwise a solution of (R)-tert-butyl 3-((2,3-difluorophenyl)(hydroxy)methyl)piperidine-1-carboxylate (9.6 g, 29.5 mmol) in THF (50 mL), the reaction mixture was stirred for 1 h at rt. A solution of ethyl bromoacetate (14.7 g, 88.4 mmol) in THF (50 mL) was added dropwise to the above mixture, and then refluxed for 3-5 h. The reaction mixture was poured into saturated aqueous NH4Cl, then extracted with ethyl acetate, d...